From a dataset of the Open Reaction Database (ORD), a public repository of structured organic reaction records. describe an organic reaction: reactants, conditions, products, and yield Reactants: [N+](=O)([O-])C=1C=C(CNC(C(C)(C)C)=O)C=CC1OC(F)(F)F (N-(3-nitro-4-trifluoromethoxy-benzyl)-2,2-dimethyl-propionamide), [NH4+].[Cl-] (NH4Cl). Reagents/catalysts: [Fe] (Fe). The solvent is CCO (EtOH). Product: NC=1C=C(CNC(C(C)(C)C)=O)C=CC1OC(F)(F)F (N-(3-Amino-4-trifluoromethoxy-benzyl)-2,2-dimethyl-propionamide). Reaction SMILES: [N+:1]([C:4]1[CH:5]=[C:6]([CH:15]=[CH:16][C:17]=1[O:18][C:19]([F:22])([F:21])[F:20])[CH2:7][NH:8][C:9](=[O:14])[C:10]([CH3:13])([CH3:12])[CH3:11])([O-])=O.[NH4+].[Cl-]>[Fe].CCO>[NH2:1][C:4]1[CH:5]=[C:6]([CH:15]=[CH:16][C:17]=1[O:18][C:19]([F:20])([F:21])[F:22])[CH2:7][NH:8][C:9](=[O:14])[C:10]([CH3:13])([CH3:12])[CH3:11] |f:1.2|. Procedure: A mixture of N-(3-nitro-4-trifluoromethoxy-benzyl)-2,2-dimethyl-propionamide (3.4 g, 11 mmol), Fe (3.7 g, 66 mmol), saturated aqueous NH4Cl-solution (35 mL) and EtOH (170 mL) was refluxed for 30 min. The mixture was concentrated, treated with water and the pH was adjusted to ˜8. The mixture was extracted with EtOAc and the organic layer was dried over Na2SO4, filtered and concentrated. The residue was treated with PE and the sub-title compound was filtered off. Yield: 2.7 g (88%). The reactants are COc1cncc(Br)c1, CC(C)(C)[O-], CC(C)(C)OC(=O)N1CCC2CNCC21, [Na+]. The product is COc1cncc(N2CC3CCN(C(=O)OC(C)(C)C)C3C2)c1. Reaction SMILES: [Br:16][c:17]1[cH:18][n:19][cH:20][c:21]([O:23][CH3:24])[cH:22]1.[CH3:25][C:26]([CH3:27])([O-:28])[CH3:29].[N:1]1([C:9](=[O:10])[O:11][C:12]([CH3:13])([CH3:14])[CH3:15])[CH:2]2[CH:3]([CH2:4][CH2:5]1)[CH2:6][NH:7][CH2:8]2.[Na+:30]>>[N:1]1([C:9](=[O:10])[O:11][C:12]([CH3:13])([CH3:14])[CH3:15])[CH:2]2[CH:3]([CH2:4][CH2:5]1)[CH2:6][N:7]([c:17]1[cH:18][n:19][cH:20][c:21]([O:23][CH3:24])[cH:22]1)[CH2:8]2. Starting materials: NC1=C(C(=O)NC2=CC=C(C=C2)C2CC2)C=CC=C1 (2-amino-N-(4-cyclopropylphenyl)benzamide), CC1=NC=C(C=O)C=C1 (6-methylnicotinaldehyde), CuCl2. The solvent is CCO (EtOH). The product is C1(CC1)C1=CC=C(C=C1)N1C(=NC2=CC=CC=C2C1=O)C=1C=NC(=CC1)C (3-(4-cyclopropylphenyl)-2-(6-methylpyridin-3-yl)quinazolin-4(3H)-one). Yield: 14.6%. As a reaction SMILES: [NH2:1][C:2]1[CH:19]=[CH:18][CH:17]=[CH:16][C:3]=1[C:4]([NH:6][C:7]1[CH:12]=[CH:11][C:10]([CH:13]2[CH2:15][CH2:14]2)=[CH:9][CH:8]=1)=[O:5].[CH3:20][C:21]1[CH:28]=[CH:27][C:24]([CH:25]=O)=[CH:23][N:22]=1>CCO>[CH:13]1([C:10]2[CH:11]=[CH:12][C:7]([N:6]3[C:4](=[O:5])[C:3]4[C:2](=[CH:19][CH:18]=[CH:17][CH:16]=4)[N:1]=[C:25]3[C:24]3[CH:23]=[N:22][C:21]([CH3:20])=[CH:28][CH:27]=3)=[CH:8][CH:9]=2)[CH2:15][CH2:14]1. Procedure: 2-amino-N-(4-cyclopropylphenyl)benzamide (0.342 g, 1.36 mmol), 6-methylnicotinaldehyde (0.197 g, 1.63 mmol), and anyhydrous CuCl2 (0.547 g, 4.08 mmol) were combined in anyhydrous EtOH (30 mL) and heated at reflux for 2.5 hours. After concentration, ethyl acetate (200 mL) was added, and the mixture was washed with water (2×100 mL), dried (MgSO4), filtered, and concentrated. Purification by flash chromatography on silica gel, eluting with 20% ethyl acetate/hexanes to 30% ethyl acetate/hexanes to 1... The reactants are N#CCCl, [H-], [Na+], CN(C)C=O, CC(C)(C)OC(=O)N1CCN(c2c[nH]nc2-c2ccccc2)CC1. Yields the product CC(C)(C)OC(=O)N1CCN(c2cn(CC#N)nc2-c2ccccc2)CC1. As a reaction SMILES: [Cl:27][CH2:28][C:29]#[N:30].[H-:1].[Na+:2].[O:31]=[CH:32][N:33]([CH3:34])[CH3:35].[c:3]1(-[c:9]2[n:10][nH:11][cH:12][c:13]2[N:14]2[CH2:15][CH2:16][N:17]([C:20](=[O:21])[O:22][C:23]([CH3:24])([CH3:25])[CH3:26])[CH2:18][CH2:19]2)[cH:4][cH:5][cH:6][cH:7][cH:8]1>>[c:3]1(-[c:9]2[n:10][n:11]([CH2:28][C:29]#[N:30])[cH:12][c:13]2[N:14]2[CH2:15][CH2:16][N:17]([C:20](=[O:21])[O:22][C:23]([CH3:24])([CH3:25])[CH3:26])[CH2:18][CH2:19]2)[cH:4][cH:5][cH:6][cH:7][cH:8]1. Reactants: C(C)N1C(C(=C(C2=NC=C(C=C12)CC1=CC=C(C=C1)F)O)C(=O)OCC)=O (ethyl 1-ethyl-7-[(4-fluorophenyl)methyl]-4-hydroxy-2-oxo-1,2-dihydro-1,5-naphthyridine-3-carboxylate), N[C@@H](CO)C ((2R)-2-amino-1-propanol). The product is C(C)N1C(C(=C(C2=NC=C(C=C12)CC1=CC=C(C=C1)F)O)C(=O)N[C@@H](CO)C)=O (1-ethyl-7-[(4-fluorophenyl)methyl]-4-hydroxy-N-[(1R)-2-hydroxy-1-methylethyl]-2-oxo-1,2-dihydro-1,5-naphthyridine-3-carboxamide). Isolated yield 85.0%. Reaction SMILES: [CH2:1]([N:3]1[C:12]2[C:7](=[N:8][CH:9]=[C:10]([CH2:13][C:14]3[CH:19]=[CH:18][C:17]([F:20])=[CH:16][CH:15]=3)[CH:11]=2)[C:6]([OH:21])=[C:5]([C:22](OCC)=[O:23])[C:4]1=[O:27])[CH3:2].[NH2:28][C@H:29]([CH3:32])[CH2:30][OH:31]>>[CH2:1]([N:3]1[C:12]2[C:7](=[N:8][CH:9]=[C:10]([CH2:13][C:14]3[CH:19]=[CH:18][C:17]([F:20])=[CH:16][CH:15]=3)[CH:11]=2)[C:6]([OH:21])=[C:5]([C:22]([NH:28][C@H:29]([CH3:32])[CH2:30][OH:31])=[O:23])[C:4]1=[O:27])[CH3:2]. Procedure details: In a similar manner to that described in example 196, from ethyl 1-ethyl-7-[(4-fluorophenyl)methyl]-4-hydroxy-2-oxo-1,2-dihydro-1,5-naphthyridine-3-carboxylate (60 mg, 0.162 mmol) and (2R)-2-amino-1-propanol (0.05 mL) was prepared 1-ethyl-7-[(4-fluorophenyl)methyl]-4-hydroxy-N-[(1R)-2-hydroxy-1-methylethyl]-2-oxo-1,2-dihydro-1,5-naphthyridine-3-carboxamide (50 mg, 85% yield) as a white solid after purification by reverse phase HPLC. Analytical data was identical to that described in example 576.